Dataset: the Open Reaction Database (ORD), a public repository of structured organic reaction records. Task: describe an organic reaction: reactants, conditions, products, and yield The reactants are CCCCOc1nc(N)c2nc(OC)n(CC3CCCN(C4CCCC4)C3)c2n1, C1COCCO1, CO, Cl. Product: CCCCOc1nc(N)c2[nH]c(=O)n(CC3CCCN(C4CCCC4)C3)c2n1, Cl. Reaction SMILES: [CH2:1]([CH2:2][CH2:3][CH3:4])[O:5][c:6]1[n:7][c:8]([NH2:29])[c:9]2[n:10][c:11]([O:27][CH3:28])[n:12]([CH2:15][CH:16]3[CH2:17][N:18]([CH:22]4[CH2:23][CH2:24][CH2:25][CH2:26]4)[CH2:19][CH2:20][CH2:21]3)[c:13]2[n:14]1.[CH2:33]1[O:34][CH2:35][CH2:36][O:37][CH2:38]1.[CH3:31][OH:32].[ClH:30]>>[CH2:1]([CH2:2][CH2:3][CH3:4])[O:5][c:6]1[n:7][c:8]([NH2:29])[c:9]2[nH:10][c:11](=[O:27])[n:12]([CH2:15][CH:16]3[CH2:17][N:18]([CH:22]4[CH2:23][CH2:24][CH2:25][CH2:26]4)[CH2:19][CH2:20][CH2:21]3)[c:13]2[n:14]1.[ClH:30]. Starting materials: Cl.Cl.NC1=CC(=C(C(=O)NCC2CCNCC2)C=C1Cl)OC (4-Amino-5-chloro-2-methoxy-N-(piperidin-4-ylmethyl)benzamide dihydrochloride), C([O-])([O-])=O.[K+].[K+] (potassium carbonate), C1(=CC=CC=C1)S(=O)(=O)CCCCCCl (5-phenylsulfonylpentyl chloride). Yields the product Cl.NC1=CC(=C(C(=O)NCC2CCN(CC2)CCCCCS(=O)(=O)C2=CC=CC=C2)C=C1Cl)OC (4-amino-5-chloro-2-methoxy-N-((1-(5-phenylsulfonylpentyl)piperidin-4-yl)methyl)-benzamide hydrochloride). Reaction SMILES: Cl.Cl.[NH2:3][C:4]1[C:19]([Cl:20])=[CH:18][C:7]([C:8]([NH:10][CH2:11][CH:12]2[CH2:17][CH2:16][NH:15][CH2:14][CH2:13]2)=[O:9])=[C:6]([O:21][CH3:22])[CH:5]=1.C(=O)([O-])[O-].[K+].[K+].[C:29]1([S:35]([CH2:38][CH2:39][CH2:40][CH2:41][CH2:42]Cl)(=[O:37])=[O:36])[CH:34]=[CH:33][CH:32]=[CH:31][CH:30]=1>>[ClH:20].[NH2:3][C:4]1[C:19]([Cl:20])=[CH:18][C:7]([C:8]([NH:10][CH2:11][CH:12]2[CH2:13][CH2:14][N:15]([CH2:42][CH2:41][CH2:40][CH2:39][CH2:38][S:35]([C:29]3[CH:30]=[CH:31][CH:32]=[CH:33][CH:34]=3)(=[O:36])=[O:37])[CH2:16][CH2:17]2)=[O:9])=[C:6]([O:21][CH3:22])[CH:5]=1 |f:0.1.2,3.4.5,7.8|. The yield is 48.2%. Procedure details: 4-Amino-5-chloro-2-methoxy-N-(piperidin-4-ylmethyl)benzamide dihydrochloride (0.48 g) as starting compound, potassium carbonate (0.80 g) and 5-phenylsulfonylpentyl chloride (0.40 g) were reacted and treated in the same manner as in Example 199 to give 0.17 g of 4-amino-5-chloro-2-methoxy-N-((1-(5-phenylsulfonylpentyl)piperidin-4-yl)methyl)-benzamide hydrochloride. Starting materials: C(C)(C)(C)[Si](OCCC(=N)N)(C1=CC=CC=C1)C1=CC=CC=C1 (3-(tert-butyl-diphenyl-silanyloxy)-propionamidine), CN(C)C=C1C(CCCC1=O)=O (2-dimethylaminomethylene-cyclohexane-1,3-dione). Solvent: CCO (EtOH). Yields the product C(C)(C)(C)[Si](OCCC1=NC=2CCCC(C2C=N1)=O)(C1=CC=CC=C1)C1=CC=CC=C1 (2-[2-(tert-Butyl-diphenyl-silanyloxy)-ethyl]-7,8-dihydro-6H-quinazolin-5-one). As a reaction SMILES: [C:1]([Si:5]([C:18]1[CH:23]=[CH:22][CH:21]=[CH:20][CH:19]=1)([C:12]1[CH:17]=[CH:16][CH:15]=[CH:14][CH:13]=1)[O:6][CH2:7][CH2:8][C:9]([NH2:11])=[NH:10])([CH3:4])([CH3:3])[CH3:2].CN([CH:27]=[C:28]1[C:33](=[O:34])[CH2:32][CH2:31][CH2:30][C:29]1=O)C>CCO>[C:1]([Si:5]([C:12]1[CH:13]=[CH:14][CH:15]=[CH:16][CH:17]=1)([C:18]1[CH:23]=[CH:22][CH:21]=[CH:20][CH:19]=1)[O:6][CH2:7][CH2:8][C:9]1[N:11]=[CH:27][C:28]2[C:33](=[O:34])[CH2:32][CH2:31][CH2:30][C:29]=2[N:10]=1)([CH3:4])([CH3:2])[CH3:3]. Procedure details: A solution of 3-(tert-butyl-diphenyl-silanyloxy)-propionamidine (25 g, 77 mmol) and 2-dimethylaminomethylene-cyclohexane-1,3-dione (12.8 g, 77 mmol) in 400 mL of dry EtOH was heated at 80° C. for 3 h. After cooling to RT, the solvent was evaporated. Flash chromatography (SiO2, EtOAc/hexane=1:1) gave the desired compound as a white solid. Starting materials: OCCN1CCN(CC1)C(=O)OC(C)(C)C (tert-Butyl 4-(2-hydroxyethyl)piperazine-1-carboxylate), CN1CCOCC1 (NMM), [N+](=O)([O-])C1=CC=C(C=C1)OC(OC1=CC=C(C=C1)[N+](=O)[O-])=O (Bis(p-nitrophenyl)carbonate). Run in C(Cl)Cl (DCM), C(Cl)Cl (DCM). Reaction conditions: time 16 hour. Product: C(OCCN1CCN(CC1)C(=O)OC(C)(C)C)(OC1=CC=C(C=C1)[N+](=O)[O-])=O (2-(4-(tert-butoxycarbonyl)piperazin-1-yl)ethyl 4-nitrophenyl carbonate). Yield: 61.0%. RXN SMILES: [N+](C1C=[CH:8][C:7]([O:10][C:11](=[O:22])[O:12][C:13]2[CH:18]=[CH:17][C:16]([N+:19]([O-:21])=[O:20])=[CH:15][CH:14]=2)=CC=1)([O-])=O.OCC[N:26]1[CH2:31][CH2:30][N:29]([C:32]([O:34][C:35]([CH3:38])([CH3:37])[CH3:36])=[O:33])[CH2:28][CH2:27]1.CN1CCOCC1>C(Cl)Cl>[C:11](=[O:22])([O:12][C:13]1[CH:14]=[CH:15][C:16]([N+:19]([O-:21])=[O:20])=[CH:17][CH:18]=1)[O:10][CH2:7][CH2:8][N:26]1[CH2:27][CH2:28][N:29]([C:32]([O:34][C:35]([CH3:38])([CH3:37])[CH3:36])=[O:33])[CH2:30][CH2:31]1. Procedure: Bis(p-nitrophenyl)carbonate (1.52 g, 5.0 mmol) was dissolved in DCM (20 mL). tert-Butyl 4-(2-hydroxyethyl)piperazine-1-carboxylate from the previous step (1.15 g, 5.0 mmol) and NMM (0.55 mL, 5.0 mmol) were added and the reaction mixture was stirred at room temperature for 16 hours. The reaction mixture was diluted with DCM (40 mL) and washed with sat aq NaHCO3 solution (5×50 mL), dried (Na2SO4) and concentrated in vacuo to give a yellow oil. The oil was purified by recrystallisation from EtOAc a... The reactants are FC1=C(C(=C2CCCOC2=C1F)C#CC1CCC(CC1)CCC)O (7,8-difluoro-5-(4-propylcyclohexylethynyl)chroman-6-ol), CN(C)CCN(C)C (TMEDA), C(C)[Zn]CC (diethylzinc), [Cl-].[NH4+] (ammonium chloride). The solvent is C1(=CC=CC=C1)C (toluene). Product: FC1=C2C(=C3CCCOC3=C1F)C=C(O2)C2CCC(CC2)CCC (4,5-difluoro-2-(4-propylcyclohexyl)-8,9-dihydro-7H-furo[3,2-f]chromene). As a reaction SMILES: [F:1][C:2]1[C:11]([F:12])=[C:10]2[C:5]([CH2:6][CH2:7][CH2:8][O:9]2)=[C:4]([C:13]#[C:14][CH:15]2[CH2:20][CH2:19][CH:18]([CH2:21][CH2:22][CH3:23])[CH2:17][CH2:16]2)[C:3]=1[OH:24].CN(CCN(C)C)C.C([Zn]CC)C.[Cl-].[NH4+]>C1(C)C=CC=CC=1>[F:1][C:2]1[C:11]([F:12])=[C:10]2[C:5]([CH2:6][CH2:7][CH2:8][O:9]2)=[C:4]2[CH:13]=[C:14]([CH:15]3[CH2:20][CH2:19][CH:18]([CH2:21][CH2:22][CH3:23])[CH2:17][CH2:16]3)[O:24][C:3]=12 |f:3.4|. Procedure: 5.80 g (17.3 mmol) of 7,8-difluoro-5-(4-propylcyclohexylethynyl)chroman-6-ol are initially introduced together with 0.26 ml (1.73 mmol) of TMEDA, and 9.6 ml (9.6 mmol) of diethylzinc (1 M soln. in heptane) are added to the mixture at 3° C. When the evolution of gas has subsided, 25 ml of toluene are added, and the batch is refluxed for 40 h. The solution is added to sat. ammonium chloride soln., and the mixture is extracted with toluene. The combined organic phases are washed with water and sat....